The task is: describe an organic reaction: reactants, conditions, products, and yield. This data is from the Open Reaction Database (ORD), a public repository of structured organic reaction records. The reactants are C1=CN(C(=O)N=C1N)[C@H]2[C@H]([C@@H]([C@H](O2)CO)O)O (ara-C), ClC(Cl)(OC(OC(Cl)(Cl)Cl)=O)Cl (triphosgene), CCN(C(C)C)C(C)C (DIEA), NN.Cl.Cl (diamine dihydrochloride). The reagents and catalysts are CN(C)C=1C=CN=CC1 (DMAP). Run in N1=CC=CC=C1 (pyridine), C(C)OCC (ethyl ether), C1(=CC=CC=C1)C (toluene). Conditions: temperature 30 celsius, time 3 hour. The product is NC(=O)N.C1=CN(C(=O)N=C1N)[C@H]2[C@H]([C@@H]([C@H](O2)CO)O)O (urea Ara-C). Reaction SMILES: NN.Cl.Cl.ClC(Cl)(OC(=O)OC(Cl)(Cl)Cl)Cl.CCN(C(C)C)C(C)C.[CH:26]1[C:32]([NH2:33])=[N:31][C:29](=[O:30])[N:28]([C@@H:34]2[O:38][C@H:37]([CH2:39][OH:40])[C@@H:36]([OH:41])[C@@H:35]2[OH:42])[CH:27]=1>C1(C)C=CC=CC=1.CN(C1C=CN=CC=1)C.N1C=CC=CC=1.C(OCC)C>[NH2:28][C:29]([NH2:31])=[O:30].[CH:26]1[C:32]([NH2:33])=[N:31][C:29](=[O:30])[N:28]([C@@H:34]2[O:38][C@H:37]([CH2:39][OH:40])[C@@H:36]([OH:41])[C@@H:35]2[OH:42])[CH:27]=1 |f:0.1.2,10.11|. Procedure: A solution of PEG-diamine dihydrochloride (6), (3.0 g, 0.08 mmol) in 80 mL of toluene is azeotroped for 2 hours. The solution is cooled to 30° C. followed by the addition of triphosgene (0.02 g, 0.06 mmol) and DIEA (0.07 g, 0.5 mmol). This mixture is stirred for 3 hours at 70-80° C. followed by cooling to room temperature and addition of 60 mL of ethyl ether. PEG-isocyanate (7) is collected by filtration under nitrogen, and immediately added to a solution of 1 (0.27 g, 1.1 mmol) and DMAP (0.14 g...